This data is from the Open Reaction Database (ORD), a public repository of structured organic reaction records. The task is: describe an organic reaction: reactants, conditions, products, and yield The reactants are CN(C(=O)OC(C)(C)C)[C@H]1C[C@@H]([C@H](C1)C1=CC=CC=C1)CN1CCC(CC1)N(CC=C)C(=O)OCC1=CC=C(C=C1)[N+](=O)[O-] (1-(R)-(N-(methyl)-N-(t-butoxycarbonyl)amino)-3-(S)-((4-(N-(4-nitrobenzyloxycarbonyl)-N-(allyl)amino)piperidin-1-yl)methyl)-4-(S)-phenylcyclopentane), C1(=CC=CC=C1)CC(=O)Cl (phenylacetyl chloride). Product: CN(C(=O)CC1=CC=CC=C1)[C@H]1C[C@@H]([C@H](C1)C1=CC=CC=C1)CN1CCC(CC1)N(CC=C)C(=O)OCC1=CC=C(C=C1)[N+](=O)[O-] (1-(R)-(N-(Methyl)-N-(benzylcarbonyl)amino)-3-(S)-((4-(N-(4-nitrobenzyloxycarbonyl)-N-(allyl)amino)piperidin-1-yl)methyl)-4-(S)-phenylcyclopentane). RXN SMILES: [CH3:1][N:2]([C@@H:10]1[CH2:14][C@H:13]([C:15]2[CH:20]=[CH:19][CH:18]=[CH:17][CH:16]=2)[C@@H:12]([CH2:21][N:22]2[CH2:27][CH2:26][CH:25]([N:28]([C:32]([O:34][CH2:35][C:36]3[CH:41]=[CH:40][C:39]([N+:42]([O-:44])=[O:43])=[CH:38][CH:37]=3)=[O:33])[CH2:29][CH:30]=[CH2:31])[CH2:24][CH2:23]2)[CH2:11]1)[C:3]([O:5]C(C)(C)C)=O.[C:45]1([CH2:51]C(Cl)=O)[CH:50]=[CH:49][CH:48]=[CH:47][CH:46]=1>>[CH3:1][N:2]([C@@H:10]1[CH2:14][C@H:13]([C:15]2[CH:16]=[CH:17][CH:18]=[CH:19][CH:20]=2)[C@@H:12]([CH2:21][N:22]2[CH2:27][CH2:26][CH:25]([N:28]([C:32]([O:34][CH2:35][C:36]3[CH:41]=[CH:40][C:39]([N+:42]([O-:44])=[O:43])=[CH:38][CH:37]=3)=[O:33])[CH2:29][CH:30]=[CH2:31])[CH2:24][CH2:23]2)[CH2:11]1)[C:3]([CH2:51][C:45]1[CH:50]=[CH:49][CH:48]=[CH:47][CH:46]=1)=[O:5]. Procedure: Using essentially the same procedure as in Example 16, Step A and B but substituting 1-(R)-(N-(methyl)-N-(t-butoxycarbonyl)amino)-3-(S)-((4-(N-(4-nitrobenzyloxycarbonyl)-N-(allyl)amino)piperidin-1-yl)methyl)-4-(S)-phenylcyclopentane from Example 29, Step H in Step A and phenylacetyl chloride in Step B, the title compound was prepared. Reactants: CCCC(NC(=O)Cc1ccc(C(=O)O)c(OCC)c1)c1ccccc1N1CCCCC1, C1CCOC1, OCc1ccccc1. Product: CCCC(NC(=O)Cc1ccc(C(=O)OCc2ccccc2)c(OCC)c1)c1ccccc1N1CCCCC1. As a reaction SMILES: [CH2:1]([CH3:2])[O:3][c:4]1[c:5]([C:6](=[O:7])[OH:8])[cH:9][cH:10][c:11]([CH2:13][C:14](=[O:15])[NH:16][CH:17]([CH2:18][CH2:19][CH3:20])[c:21]2[c:22]([N:27]3[CH2:28][CH2:29][CH2:30][CH2:31][CH2:32]3)[cH:23][cH:24][cH:25][cH:26]2)[cH:12]1.[O:41]1[CH2:42][CH2:43][CH2:44][CH2:45]1.[OH:33][CH2:34][c:35]1[cH:36][cH:37][cH:38][cH:39][cH:40]1>>[CH2:1]([CH3:2])[O:3][c:4]1[c:5]([C:6](=[O:7])[O:8][CH2:34][c:35]2[cH:36][cH:37][cH:38][cH:39][cH:40]2)[cH:9][cH:10][c:11]([CH2:13][C:14](=[O:15])[NH:16][CH:17]([CH2:18][CH2:19][CH3:20])[c:21]2[c:22]([N:27]3[CH2:28][CH2:29][CH2:30][CH2:31][CH2:32]3)[cH:23][cH:24][cH:25][cH:26]2)[cH:12]1. Reactants: [N+](=O)(O)[O-] (nitric acid), FC1=C(C=CC(=C1)F)N1C=NC(=C(C1=O)C)C(F)(F)F (3-(2,4-difluorophenyl)-5-methyl-6-trifluoromethylpyrimidin-4-one), O (water). Run in S(O)(O)(=O)=O (sulfuric acid). The product is FC1=C(C=C(C(=C1)F)[N+](=O)[O-])N1C=NC(=C(C1=O)C)C(F)(F)F (3-(2,4-difluoro-5-nitrophenyl)-5-methyl-6-trifluoromethylpyrimidin-4-one). Yield: 73.9%. RXN SMILES: [N+:1]([O-:4])(O)=[O:2].[F:5][C:6]1[CH:11]=[C:10]([F:12])[CH:9]=[CH:8][C:7]=1[N:13]1[C:18](=[O:19])[C:17]([CH3:20])=[C:16]([C:21]([F:24])([F:23])[F:22])[N:15]=[CH:14]1.O>S(=O)(=O)(O)O>[F:5][C:6]1[CH:11]=[C:10]([F:12])[C:9]([N+:1]([O-:4])=[O:2])=[CH:8][C:7]=1[N:13]1[C:18](=[O:19])[C:17]([CH3:20])=[C:16]([C:21]([F:23])([F:24])[F:22])[N:15]=[CH:14]1. Reported procedure: Fuming nitric acid (1.63 g) was added to a solution of 3-(2,4-difluorophenyl)-5-methyl-6-trifluoromethylpyrimidin-4-one (7.5 g) in conc. sulfuric acid (50 g) at 10° C. The reaction mixture was poured into water, and the resultant mixture was extracted with ethyl acetate. The extract was washed with water, dried over anhydrous magnesium sulfate, and concentrated under reduced pressure. The residue was crystallized from diethyl ether to give 3-(2,4-difluoro-5-nitrophenyl)-5-methyl-6-trifluoromethy... The reactants are [BH4-], COC(=O)c1cccc(-c2nc(COc3ccc(C=O)cc3)c(C)o2)c1, [Na+], C1CCOC1, O. Product: COC(=O)c1cccc(-c2nc(COc3ccc(CO)cc3)c(C)o2)c1. Reaction SMILES: [BH4-:27].[CH:1](=[O:2])[c:3]1[cH:4][cH:5][c:6]([O:7][CH2:8][c:9]2[n:10][c:11](-[c:15]3[cH:16][c:17]([C:18](=[O:19])[O:20][CH3:21])[cH:22][cH:23][cH:24]3)[o:12][c:13]2[CH3:14])[cH:25][cH:26]1.[Na+:28].[O:30]1[CH2:31][CH2:32][CH2:33][CH2:34]1.[OH2:29]>>[CH2:1]([OH:2])[c:3]1[cH:4][cH:5][c:6]([O:7][CH2:8][c:9]2[n:10][c:11](-[c:15]3[cH:16][c:17]([C:18](=[O:19])[O:20][CH3:21])[cH:22][cH:23][cH:24]3)[o:12][c:13]2[CH3:14])[cH:25][cH:26]1.